This data is from the Open Reaction Database (ORD), a public repository of structured organic reaction records. The task is: describe an organic reaction: reactants, conditions, products, and yield Reactants: CCOC(=O)C1CC(NC(=O)CCCCC(c2ccc(F)cc2)c2ccc(F)cc2)CN1C(=O)c1cc(C(C)(C)C)c(OC)c(C(C)(C)C)c1, C1CCOC1, CO, [Li+], [OH-], O. The product is COc1c(C(C)(C)C)cc(C(=O)N2CC(NC(=O)CCCCC(c3ccc(F)cc3)c3ccc(F)cc3)CC2C(=O)O)cc1C(C)(C)C. As a reaction SMILES: [CH2:1]([CH3:2])[O:3][C:4](=[O:5])[CH:6]1[N:7]([C:33]([c:34]2[cH:35][c:36]([C:46]([CH3:47])([CH3:48])[CH3:49])[c:37]([O:44][CH3:45])[c:38]([C:40]([CH3:41])([CH3:42])[CH3:43])[cH:39]2)=[O:50])[CH2:8][CH:9]([NH:11][C:12]([CH2:13][CH2:14][CH2:15][CH2:16][CH:17]([c:18]2[cH:19][cH:20][c:21]([F:24])[cH:22][cH:23]2)[c:25]2[cH:26][cH:27][c:28]([F:31])[cH:29][cH:30]2)=[O:32])[CH2:10]1.[CH2:53]1[O:54][CH2:55][CH2:56][CH2:57]1.[CH3:58][OH:59].[Li+:52].[OH-:51].[OH2:60]>>[O:3]=[C:4]([OH:5])[CH:6]1[N:7]([C:33]([c:34]2[cH:35][c:36]([C:46]([CH3:47])([CH3:48])[CH3:49])[c:37]([O:44][CH3:45])[c:38]([C:40]([CH3:41])([CH3:42])[CH3:43])[cH:39]2)=[O:50])[CH2:8][CH:9]([NH:11][C:12]([CH2:13][CH2:14][CH2:15][CH2:16][CH:17]([c:18]2[cH:19][cH:20][c:21]([F:24])[cH:22][cH:23]2)[c:25]2[cH:26][cH:27][c:28]([F:31])[cH:29][cH:30]2)=[O:32])[CH2:10]1. RXN SMILES: [CH:1]1([c:4]2[cH:5][cH:6][c:7]([C:18](=[O:19])[OH:20])[n:8][c:9]2[CH2:10][c:11]2[cH:12][cH:13][c:14]([F:17])[cH:15][cH:16]2)[CH2:2][CH2:3]1.[ClH:21].[NH2:22][CH:23]([C:24](=[O:25])[NH2:26])[CH2:27][CH:28]1[CH2:29][CH2:30]1>>[CH:1]1([c:4]2[cH:5][cH:6][c:7]([C:18](=[O:20])[NH:22][CH:23]([C:24](=[O:25])[NH2:26])[CH2:27][CH:28]3[CH2:29][CH2:30]3)[n:8][c:9]2[CH2:10][c:11]2[cH:12][cH:13][c:14]([F:17])[cH:15][cH:16]2)[CH2:2][CH2:3]1. Starting materials: O=C(O)c1ccc(C2CC2)c(Cc2ccc(F)cc2)n1, Cl, NC(=O)C(N)CC1CC1. Yields the product NC(=O)C(CC1CC1)NC(=O)c1ccc(C2CC2)c(Cc2ccc(F)cc2)n1. Reactants: O1CCCC1 (tetrahydrofuran), CN(C=O)C (dimethylformamide), ClCCl (dichloromethane), C(=O)(O)C1=CC2=C(NC(=N2)C2=CC=CC=3C(C4=CC=CC=C4C23)=O)C=C1 (4-(5-carboxy-1H-benzimidazol-2-yl)-9H-fluoren-9-one). Product: CN(CCCO)C (3-dimethylaminopropanol), Cl.CN(CCCN=C=NCC)C (1-(3-dimethylaminopropyl)-3-ethylcarbodiimide hydrochloride), N,N-dimethylaminopyridine. As a reaction SMILES: C(C1[CH:26]=[CH:25][C:7]2[NH:8][C:9](C3C4C5C(=CC=CC=5)C(=O)C=4C=CC=3)=[N:10][C:6]=2[CH:5]=1)(O)=O.[O:27]1C[CH2:30][CH2:29][CH2:28]1.[CH3:32][N:33](C)[CH:34]=O.[Cl:37]CCl>>[CH3:7][N:8]([CH3:9])[CH2:30][CH2:29][CH2:28][OH:27].[ClH:37].[CH3:32][N:33]([CH3:34])[CH2:26][CH2:25][CH2:7][N:8]=[C:9]=[N:10][CH2:6][CH3:5] |f:5.6|. Reported procedure: The procedure used in Example 233 is followed, but starting from 500 mg of 4-(5-carboxy-1H-benzimidazol-2-yl)-9H-fluoren-9-one, obtained in stage 1 of Example 241, 261 μl of 3-dimethylaminopropanol, 280 mg of 1-(3-dimethylaminopropyl)-3-ethylcarbodiimide hydrochloride (EDCI), 50 mg of N,N-dimethylaminopyridine (DMAP) in a mixture of 4 ml of dichloromethane, 2 ml of tetrahydrofuran and 1 ml of dimethylformamide, for 20 hours at room temperature. After purification by flash chromatography on silic... The reactants are O(C1=CC=CC=C1)S(=O)(=O)C=1C=CC(=C(C1)[N+](=O)[O-])NC(=O)N (5-phenoxysulfonyl-2-ureidonitrobenzene), [H][H] (hydrogen). Product: O(C1=CC=CC=C1)S(=O)(=O)C=1C=CC(=C(N)C1)NC(=O)N (5-Phenoxysulfonyl-2-ureidoaniline). Reaction SMILES: [O:1]([S:8]([C:11]1[CH:12]=[CH:13][C:14]([NH:20][C:21]([NH2:23])=[O:22])=[C:15]([N+:17]([O-])=O)[CH:16]=1)(=[O:10])=[O:9])[C:2]1[CH:7]=[CH:6][CH:5]=[CH:4][CH:3]=1.[H][H]>CO.COCCO.[Ni]>[O:1]([S:8]([C:11]1[CH:12]=[CH:13][C:14]([NH:20][C:21]([NH2:23])=[O:22])=[C:15]([CH:16]=1)[NH2:17])(=[O:9])=[O:10])[C:2]1[CH:3]=[CH:4][CH:5]=[CH:6][CH:7]=1. Procedure: 33.7 g of 5-phenoxysulfonyl-2-ureidonitrobenzene in 250 ml of methanol and 250 ml of 2-methoxyethanol are hydrogenated under normal pressure with a catalytic amount of Raney nickel. After uptake of hydrogen is complete, the catalyst is filtered off with suction, washed with dimethylformamide and the solution is evaporated under reduced pressure, induced to crystallize with methanol, and the crystals are filtered off with suction and washed with methanol, melting point 180° C., decomposition. The reagents and catalysts are [Ni] (Raney nickel). Solvent: COCCO (2-methoxyethanol), CO (methanol). Starting materials: O=C(O)CCc1cccc(OCc2ccccc2)c1, CNOC, ClCCl, Cl, O=S(Cl)Cl, c1ccncc1. The product is CON(C)C(=O)CCc1cccc(OCc2ccccc2)c1. Reaction SMILES: [CH2:1]([c:2]1[cH:3][cH:4][cH:5][cH:6][cH:7]1)[O:8][c:9]1[cH:10][c:11]([CH2:15][CH2:16][C:17](=[O:18])[OH:19])[cH:12][cH:13][cH:14]1.[CH3:25][NH:26][O:27][CH3:28].[Cl:35][CH2:36][Cl:37].[ClH:24].[S:20]([Cl:21])([Cl:22])=[O:23].[cH:29]1[cH:30][cH:31][n:32][cH:33][cH:34]1>>[CH2:1]([c:2]1[cH:3][cH:4][cH:5][cH:6][cH:7]1)[O:8][c:9]1[cH:10][c:11]([CH2:15][CH2:16][C:17](=[O:19])[N:26]([CH3:25])[O:27][CH3:28])[cH:12][cH:13][cH:14]1. Starting materials: CC(C)(C)OC(=O)N1CCNCC1, O=C([O-])[O-], CC(Nc1ncnc2[nH]c(-c3ccc(CCl)cc3)cc12)c1ccccc1, [K+], [K+], CN(C)C=O. Yields the product CC(Nc1ncnc2[nH]c(-c3ccc(CN4CCN(C(=O)OC(C)(C)C)CC4)cc3)cc12)c1ccccc1. RXN SMILES: [C:27](=[O:28])([O:29][C:30]([CH3:31])([CH3:32])[CH3:33])[N:34]1[CH2:35][CH2:36][NH:37][CH2:38][CH2:39]1.[C:40](=[O:41])([O-:42])[O-:43].[Cl:1][CH2:2][c:3]1[cH:4][cH:5][c:6](-[c:9]2[cH:10][c:11]3[c:12]([n:13][cH:14][n:15][c:16]3[NH:17][CH:18]([CH3:19])[c:20]3[cH:21][cH:22][cH:23][cH:24][cH:25]3)[nH:26]2)[cH:7][cH:8]1.[K+:44].[K+:45].[O:46]=[CH:47][N:48]([CH3:49])[CH3:50]>>[CH2:2]([c:3]1[cH:4][cH:5][c:6](-[c:9]2[cH:10][c:11]3[c:12]([n:13][cH:14][n:15][c:16]3[NH:17][CH:18]([CH3:19])[c:20]3[cH:21][cH:22][cH:23][cH:24][cH:25]3)[nH:26]2)[cH:7][cH:8]1)[N:37]1[CH2:36][CH2:35][N:34]([C:27](=[O:28])[O:29][C:30]([CH3:31])([CH3:32])[CH3:33])[CH2:39][CH2:38]1. Starting materials: C1CCOC1, Oc1ccc(C2CCCC2)cc1, Nc1ncccc1CO, c1ccc(P(c2ccccc2)c2ccccc2)cc1. Reaction SMILES: [CH2:41]1[O:42][CH2:43][CH2:44][CH2:45]1.[CH:29]1([c:34]2[cH:35][cH:36][c:37]([OH:40])[cH:38][cH:39]2)[CH2:30][CH2:31][CH2:32][CH2:33]1.[NH2:20][c:21]1[n:22][cH:23][cH:24][cH:25][c:26]1[CH2:27][OH:28].[c:1]1([P:2]([c:3]2[cH:4][cH:5][cH:6][cH:7][cH:8]2)[c:9]2[cH:10][cH:11][cH:12][cH:13][cH:14]2)[cH:15][cH:16][cH:17][cH:18][cH:19]1>>[NH2:20][c:21]1[n:22][cH:23][cH:24][cH:25][c:26]1[CH2:27][O:28][c:37]1[cH:36][cH:35][c:34]([CH:29]2[CH2:30][CH2:31][CH2:32][CH2:33]2)[cH:39][cH:38]1. Yields the product Nc1ncccc1COc1ccc(C2CCCC2)cc1. Starting materials: NC(NCCC[C@@H](NC(=O)OC(C)(C)C)C(=O)NCC1=CC=C(C=C1)O)=N[N+](=O)[O-] ((R)-N5 -[amino(nitroimino) methyl]-N2 -(tert.-butoxycarbonyl)-N-[(4-hydroxyphenyl)methyl]-ornithinamide), FC(C(=O)O)(F)F (trifluoroacetic acid). Yields the product NC(NCCC[C@@H](N)C(=O)NCC1=CC=C(C=C1)O)=N[N+](=O)[O-].FC(C(=O)[O-])(F)F ((R)-N5 -[Amino(nitroimino)methyl]-N-[(4-hydroxyphenyl)-methyl]-ornithinamide trifluoroacetate). The yield is 70.0%. Reaction SMILES: [NH2:1][C:2](=[N:27][N+:28]([O-:30])=[O:29])[NH:3][CH2:4][CH2:5][CH2:6][C@H:7]([C:16]([NH:18][CH2:19][C:20]1[CH:25]=[CH:24][C:23]([OH:26])=[CH:22][CH:21]=1)=[O:17])[NH:8]C(OC(C)(C)C)=O.[F:31][C:32]([F:37])([F:36])[C:33]([OH:35])=[O:34]>>[NH2:1][C:2](=[N:27][N+:28]([O-:30])=[O:29])[NH:3][CH2:4][CH2:5][CH2:6][C@H:7]([C:16]([NH:18][CH2:19][C:20]1[CH:21]=[CH:22][C:23]([OH:26])=[CH:24][CH:25]=1)=[O:17])[NH2:8].[F:31][C:32]([F:37])([F:36])[C:33]([O-:35])=[O:34] |f:2.3|. Procedure: Prepared analogously to Example 5e) from (R)-N5 -[amino(nitroimino) methyl]-N2 -(tert.-butoxycarbonyl)-N-[(4-hydroxyphenyl)methyl]-ornithinamide and trifluoroacetic acid in a yield of 70% of theory. Starting materials: [Al+3], ClCCl, COc1ccc(Oc2ccccc2)c(NS(C)(=O)=O)c1, CC(=O)Cl, [Cl-], [Cl-], [Cl-], O. Yields the product COc1cc(NS(C)(=O)=O)c(Oc2ccccc2)cc1C(C)=O. RXN SMILES: [Al+3:26].[CH2:30]([Cl:31])[Cl:32].[CH3:1][S:2](=[O:3])(=[O:4])[NH:5][c:6]1[cH:7][c:8]([O:19][CH3:20])[cH:9][cH:10][c:11]1[O:12][c:13]1[cH:14][cH:15][cH:16][cH:17][cH:18]1.[CH3:21][C:22]([Cl:23])=[O:24].[Cl-:25].[Cl-:27].[Cl-:28].[OH2:29]>>[CH3:1][S:2](=[O:3])(=[O:4])[NH:5][c:6]1[cH:7][c:8]([O:19][CH3:20])[c:9]([C:22]([CH3:21])=[O:24])[cH:10][c:11]1[O:12][c:13]1[cH:14][cH:15][cH:16][cH:17][cH:18]1.